This data is from the Open Reaction Database (ORD), a public repository of structured organic reaction records. The task is: describe an organic reaction: reactants, conditions, products, and yield Starting materials: C(C)(C)(C)O (t-butanol), BrC=1C=CC(=C(C1)O)C(C)(C)C (5-bromo-2-t-butylphenol), BrC=1C=CC(=C(C1)O)C(C)(C)C (5-bromo-2-t-butylphenol), S(O)(O)(=O)=O (sulfuric acid), BrC1=CC=C(C=C1)O (4-bromophenol), S(O)(O)(=O)=O (sulfuric acid). The solvent is C(Cl)(Cl)(Cl)Cl (carbon tetrachloride). Reaction conditions: time 24 hour. Yields the product BrC1=CC(=C(C=C1)O)C(C)(C)C (4-Bromo-2-t-butylphenol). RXN SMILES: Br[C:2]1[CH:3]=[CH:4][C:5]([C:9]([CH3:12])([CH3:11])[CH3:10])=[C:6]([OH:8])[CH:7]=1.[Br:13]C1C=CC(O)=CC=1.C(O)(C)(C)C.S(=O)(=O)(O)O>C(Cl)(Cl)(Cl)Cl>[Br:13][C:3]1[CH:2]=[CH:7][C:6]([OH:8])=[C:5]([C:9]([CH3:12])([CH3:11])[CH3:10])[CH:4]=1. Procedure details: Using the same procedure as for the preparation of 5-bromo-2-t-butylphenol (Compound D), but instead using 50 g (289.0 mmol) of 4-bromophenol, 21.40 g (27.25 ml, 289.0 mmol) of t-butanol and 14 ml of conc. sulfuric acid (added slowly) and 140 ml of distilled carbon tetrachloride, stirred at room temperature for 24 hours produced a dull green-colored solution and a white precipitate. At this time an additional 3.5 ml of conc. sulfuric acid was added and the solution was allowed to stir for 4 days... The reactants are C1CCOC1, COc1cc2ncnc(Oc3cccc(N)c3)c2cc1OC, CN(C)c1ccncc1, CC(F)(F)c1cc(NC(=O)Oc2ccccc2)n(-c2ccccc2)n1. The product is COc1cc2ncnc(Oc3cccc(NC(=O)Nc4cc(C(C)(F)F)nn4-c4ccccc4)c3)c2cc1OC. RXN SMILES: [CH2:48]1[O:49][CH2:50][CH2:51][CH2:52]1.[CH3:1][O:2][c:3]1[cH:4][c:5]2[c:6]([O:15][c:16]3[cH:17][c:18]([NH2:19])[cH:20][cH:21][cH:22]3)[n:7][cH:8][n:9][c:10]2[cH:11][c:12]1[O:13][CH3:14].[CH3:53][N:54]([c:55]1[cH:56][cH:57][n:58][cH:59][cH:60]1)[CH3:61].[F:23][C:24]([CH3:25])([F:26])[c:27]1[n:28][n:29](-[c:42]2[cH:43][cH:44][cH:45][cH:46][cH:47]2)[c:30]([NH:32][C:33]([O:34][c:36]2[cH:37][cH:38][cH:39][cH:40][cH:41]2)=[O:35])[cH:31]1>>[CH3:1][O:2][c:3]1[cH:4][c:5]2[c:6]([O:15][c:16]3[cH:17][c:18]([NH:19][C:33]([NH:32][c:30]4[n:29](-[c:42]5[cH:43][cH:44][cH:45][cH:46][cH:47]5)[n:28][c:27]([C:24]([F:23])([CH3:25])[F:26])[cH:31]4)=[O:34])[cH:20][cH:21][cH:22]3)[n:7][cH:8][n:9][c:10]2[cH:11][c:12]1[O:13][CH3:14]. Starting materials: BrCCCCCCCCCCC(=O)O (11-bromoundecanoic acid), [I-].[Na+] (sodium iodide). The reagents and catalysts are [I-].C(CCC)[N+](CCCC)(CCCC)CCCC (tetra-n-butylammonium iodide). Solvent: C(C)#N (acetonitrile). Product: ICCCCCCCCCCC(=O)O (11-iodoundecanoic acid). RXN SMILES: Br[CH2:2][CH2:3][CH2:4][CH2:5][CH2:6][CH2:7][CH2:8][CH2:9][CH2:10][CH2:11][C:12]([OH:14])=[O:13].[I-:15].[Na+]>C(#N)C.[I-].C([N+](CCCC)(CCCC)CCCC)CCC>[I:15][CH2:2][CH2:3][CH2:4][CH2:5][CH2:6][CH2:7][CH2:8][CH2:9][CH2:10][CH2:11][C:12]([OH:14])=[O:13] |f:1.2,4.5|. Procedure: To 11-bromoundecanoic acid dissolved in acetonitrile (50 ml) were added sodium iodide (2 g) and tetra-n-butylammonium iodide (1 g), and the mixture was heated under reflux for 4 hours. The reaction mixture was filtered, concentrated and distributed into ethyl acetate and water, and the ethyl acetate layer was dried over anhydrous sodium sulfate and concentrated to give 11-iodoundecanoic acid (0.89 g). Reactants: C(C)N[C@H]1[C@@H](CCCC1)NS(=O)(=O)C1=CC=C(C=C1)C (trans N-(2-ETHYLAMINOCYCLOHEXYL)-p-TOLUENESULFONAMIDE), C(Cl)Cl (methylenechloride), ψ-acid chloride, C(C1=CC=CC=C1)(=O)C1=C(C(=O)O)C=CC=C1 (o-benzoylbenzoic acid). Solvent: C(C)N(CC)CC (triethylamine). The product is C(C1=CC=CC=C1)(=O)C1=C(C(=O)N(CC)[C@H]2[C@@H](CCCC2)NS(=O)(=O)C2=CC=C(C=C2)C)C=CC=C1 (trans-2-BENZOYL-N-[2-(p-TOLUENESULFONAMIDO)CYCLOHEXYL]-N-ETHYL BENZAMIDE). RXN SMILES: [CH2:1]([NH:3][C@@H:4]1[CH2:9][CH2:8][CH2:7][CH2:6][C@H:5]1[NH:10][S:11]([C:14]1[CH:19]=[CH:18][C:17]([CH3:20])=[CH:16][CH:15]=1)(=[O:13])=[O:12])[CH3:2].C(Cl)Cl.[C:24]([C:32]1[CH:40]=[CH:39][CH:38]=[CH:37][C:33]=1[C:34]([OH:36])=O)(=[O:31])[C:25]1[CH:30]=[CH:29][CH:28]=[CH:27][CH:26]=1>C(N(CC)CC)C>[C:24]([C:32]1[CH:40]=[CH:39][CH:38]=[CH:37][C:33]=1[C:34]([N:3]([C@@H:4]1[CH2:9][CH2:8][CH2:7][CH2:6][C@H:5]1[NH:10][S:11]([C:14]1[CH:19]=[CH:18][C:17]([CH3:20])=[CH:16][CH:15]=1)(=[O:13])=[O:12])[CH2:1][CH3:2])=[O:36])(=[O:31])[C:25]1[CH:26]=[CH:27][CH:28]=[CH:29][CH:30]=1. Reported procedure: Twenty-four grams of trans N-(2-ETHYLAMINOCYCLOHEXYL)-p-TOLUENESULFONAMIDE from Example III,200 ml of methylenechloride, 24ml of triethylamine and 20 grams of ψ-acid chloride of o-benzoylbenzoic acid were mixed together and refluxed 4 hours. The mixture was extracted successively with water, 15% hydrochloric acid, and saturated sodium carbonate solution. The methylenechloride solution was dried over magnesium sulfate, then evaporated to dryness. The residue was slurried with ethyl acetate and fi... Reactants: [H-].[Al+3].[Li+].[H-].[H-].[H-] (lithium aluminum hydride), ClC1(OC(OC1(F)Cl)(C(F)(F)F)C(C(F)(F)F)(F)F)F (4,5-dichloro-4,5-difluoro-2-pentafluoroethyl-2-trifluoromethyl-1,3-dioxolane). The reagents and catalysts are [Ti](Cl)(Cl)(Cl)Cl (titanium (IV) chloride). The solvent is O1CCCC1 (tetrahydrofuran). The product is FC=1OC(OC1F)(C(F)(F)F)C(C(F)(F)F)(F)F (Perfluoro-2-Ethyl-2-Methyl-1,3-Dioxole). The yield is 38.0%. RXN SMILES: [H-].[Al+3].[Li+].[H-].[H-].[H-].Cl[C:8]1([F:26])[C:12](Cl)([F:13])[O:11][C:10]([C:19]([F:25])([F:24])[C:20]([F:23])([F:22])[F:21])([C:15]([F:18])([F:17])[F:16])[O:9]1>O1CCCC1.[Ti](Cl)(Cl)(Cl)Cl>[F:13][C:12]1[O:11][C:10]([C:19]([F:24])([F:25])[C:20]([F:22])([F:23])[F:21])([C:15]([F:18])([F:17])[F:16])[O:9][C:8]=1[F:26] |f:0.1.2.3.4.5|. Procedure details: This example was carried out as illustrated in Example 4 with lithium aluminum hydride (6.14 g, 0.162 mole), titanium (IV) chloride (7.67 g, 4.43 mL, 0.041 mole) and 4,5-dichloro-4,5-difluoro-2-pentafluoroethyl-2-trifluoromethyl-1,3-dioxolane (29.5 g, 0.081 mole) in tetrahydrofuran (100 mL). The pure desired product obtained after distillation and washing with ice-water, perfluoro-2-ethyl-2-methyl-1,3-dioxole, was 9.0 g (38% yield); boiling point 42°-43° C.